From a dataset of the Open Reaction Database (ORD), a public repository of structured organic reaction records. describe an organic reaction: reactants, conditions, products, and yield The reactants are ClCCNC(=O)N(C1[C@H](O)[C@@H](O)[C@@H](O)CO1)CC1CC1 (1-(2-chloroethyl)-3-cyclopropylmethyl-3-(L-arabinopyranosyl)urea), [N+](=O)([N+](=O)[O-])[O-] (nitrogen tetroxide). Product: ClCCN(C(=O)N(C1[C@H](O)[C@@H](O)[C@@H](O)CO1)CC1CC1)N=O (1-(2-chloroethyl)-1-nitroso3-cyclopropylmethyl-3-(L-arabinopyranosyl)urea). Yield: 70.8%. Reaction SMILES: [Cl:1][CH2:2][CH2:3][NH:4][C:5]([N:7]([CH2:17][CH:18]1[CH2:20][CH2:19]1)[CH:8]1[O:16][CH2:15][C@H:13]([OH:14])[C@H:11]([OH:12])[C@H:9]1[OH:10])=[O:6].[N+:21]([O-])([N+]([O-])=O)=[O:22]>>[Cl:1][CH2:2][CH2:3][N:4]([N:21]=[O:22])[C:5]([N:7]([CH2:17][CH:18]1[CH2:20][CH2:19]1)[CH:8]1[O:16][CH2:15][C@H:13]([OH:14])[C@H:11]([OH:12])[C@H:9]1[OH:10])=[O:6]. Procedure: 3.1 g of 1-(2-chloroethyl)-3-cyclopropylmethyl-3-(L-arabinopyranosyl)urea and 5 g of nitrogen tetroxide gas are treated in the same manner as described in Example 23-(2). 2.4 g of 1-(2-chloroethyl)-1-nitroso3-cyclopropylmethyl-3-(L-arabinopyranosyl)urea are thereby obtained as yellow caramel. Reactants: C1=CC=CC2=NC3=CC=CC=C3C(=C12)C(=O)O (acridine-9-carboxylic acid), CI (methyl iodide), C([O-])([O-])=O.[K+].[K+] (potassium carbonate). The solvent is CN(C)C=O (DMF), [Cl-].[Na+].O (brine). Product: C1=CC=CC2=NC3=CC=CC=C3C(=C12)C(=O)OC (methyl acridine-9-carboxylate). Isolated yield 77.6%. As a reaction SMILES: [CH:1]1[C:14]2[C:5](=[N:6][C:7]3[C:12]([C:13]=2[C:15]([OH:17])=[O:16])=[CH:11][CH:10]=[CH:9][CH:8]=3)[CH:4]=[CH:3][CH:2]=1.CI.[C:20](=O)([O-])[O-].[K+].[K+]>CN(C=O)C.[Cl-].[Na+].O>[CH:11]1[C:12]2[C:7](=[N:6][C:5]3[C:14]([C:13]=2[C:15]([O:17][CH3:20])=[O:16])=[CH:1][CH:2]=[CH:3][CH:4]=3)[CH:8]=[CH:9][CH:10]=1 |f:2.3.4,6.7.8|. Procedure: A solution of acridine-9-carboxylic acid 81 (2.0 g, 8.96 mmol), methyl iodide (3.82 g, 26.9 mmol) and potassium carbonate (4.95 g, 35.8 mmol) in DMF (25 mL) was stirred at room temperature for 3 h then diluted with brine and extracted with EtOAc. The combined organic layers were dried over Na2SO4, filtered and concentrated to afford compound 82 (1.65 g, 78%) as a light yellow solid. LRMS (ESI): (calc) 237.25 (found) 238.2 (MH)+ Starting materials: C(C)(=O)OC1C(C2CN(CC2CC1)CC1=CC=CC=C1)=O ((3aRS,5RS,7aSR)-5-acetoxy-2-benzyl-4-perhydroisoindolone), COC1=C(C=CC=C1)[Mg]Br (2-methoxyphenylmagnesium bromide), [Cl-].[NH4+] (ammonium chloride). The solvent is O1CCCC1 (tetrahydrofuran), C(C)OCC (ethyl ether), O1CCCC1 (tetrahydrofuran), ice. Product: C(C1=CC=CC=C1)N1CC2CCC(C(C2C1)(O)C1=C(C=CC=C1)OC)O ((3aRS,4RS,5RS,7aSR)-2-benzyl-4-(2-methoxyphenyl)-4,5-perhydroisoindolediol). Yield: 26.8%. Reaction SMILES: [CH3:1][O:2][C:3]1[CH:8]=[CH:7][CH:6]=[CH:5][C:4]=1[Mg]Br.C([O:14][CH:15]1[CH2:23][CH2:22][CH:21]2[CH:17]([CH2:18][N:19]([CH2:24][C:25]3[CH:30]=[CH:29][CH:28]=[CH:27][CH:26]=3)[CH2:20]2)[C:16]1=[O:31])(=O)C.[Cl-].[NH4+]>O1CCCC1.C(OCC)C>[CH2:24]([N:19]1[CH2:18][CH:17]2[CH:21]([CH2:22][CH2:23][CH:15]([OH:14])[C:16]2([C:4]2[CH:5]=[CH:6][CH:7]=[CH:8][C:3]=2[O:2][CH3:1])[OH:31])[CH2:20]1)[C:25]1[CH:26]=[CH:27][CH:28]=[CH:29][CH:30]=1 |f:2.3|. Procedure: To a suspension of 27.6 g of 2-methoxyphenylmagnesium bromide in 60 cm' of tetrahydrofuran are added dropwise, at room temperature and with stirring, a solution of 4.7 g of (3aRS,5RS,7aSR)-5-acetoxy-2-benzyl-4-perhydroisoindolone in 90 cm3 of tetrahydrofuran. The reaction mixture is stirred at room temperature for 3 hours, treated with 200 cm3 of saturated aqueous ammonium chloride solution and taken up in 200 cm3 of ethyl ether and 100 g of ice. The organic phase is separated out after settling... Starting materials: CN(C)C1CNC1, Fc1ccc(C2CCc3c(Cl)nc(Cl)nc32)cc1. The product is CN(C)C1CN(c2nc(Cl)nc3c2CCC3c2ccc(F)cc2)C1. RXN SMILES: [CH3:19][N:20]([CH:21]1[CH2:22][NH:23][CH2:24]1)[CH3:25].[Cl:1][c:2]1[n:3][c:4]([Cl:18])[c:5]2[c:6]([n:7]1)[CH:8]([c:11]1[cH:12][cH:13][c:14]([F:17])[cH:15][cH:16]1)[CH2:9][CH2:10]2>>[Cl:1][c:2]1[n:3][c:4]([N:23]2[CH2:22][CH:21]([N:20]([CH3:19])[CH3:25])[CH2:24]2)[c:5]2[c:6]([n:7]1)[CH:8]([c:11]1[cH:12][cH:13][c:14]([F:17])[cH:15][cH:16]1)[CH2:9][CH2:10]2.